Dataset: the Open Reaction Database (ORD), a public repository of structured organic reaction records. Task: describe an organic reaction: reactants, conditions, products, and yield Reactants: FCC(C(CBr)=O)(C)CF (3,3-bisfluoromethyl-1-bromobutan-2-one), FC(C=1C=C(C=CC1)O)(F)F (3-trifluoromethylphenol), C([O-])([O-])=O.[K+].[K+] (potassium carbonate). The yield is 70.9%. Reported procedure: 215 g (1 mole) of 3,3-bisfluoromethyl-1-bromobutan-2-one were added dropwise to a stirred mixture of 162 g (1 mole) of 3-trifluoromethylphenol and 180 g (1.3 moles) of powdered potassium carbonate in 1,200 ml of acetone at 20° to 30° C. The mixture was stirred at 50° C. for 6 hours the inorganic salt was filtered off and the filtrate was concentrated. The residue was distilled under a high vacuum. 210 g of 3,3-bisfluoromethyl-1-(3-trifluoromethylphenoxy)-butan-2-one of boiling point 114°-18° C./... Reaction SMILES: [F:1][CH2:2][C:3]([CH2:9][F:10])([CH3:8])[C:4](=[O:7])[CH2:5]Br.[F:11][C:12]([F:21])([F:20])[C:13]1[CH:14]=[C:15]([OH:19])[CH:16]=[CH:17][CH:18]=1.C(=O)([O-])[O-].[K+].[K+]>CC(C)=O>[F:1][CH2:2][C:3]([CH2:9][F:10])([CH3:8])[C:4](=[O:7])[CH2:5][O:19][C:15]1[CH:16]=[CH:17][CH:18]=[C:13]([C:12]([F:11])([F:20])[F:21])[CH:14]=1 |f:2.3.4|. Reaction conditions: temperature 50 celsius, time 6 hour. Solvent: CC(=O)C (acetone). Yields the product FCC(C(COC1=CC(=CC=C1)C(F)(F)F)=O)(C)CF (3,3-bisfluoromethyl-1-(3-trifluoromethylphenoxy)-butan-2-one). The reactants are CC(C)(C)[Si](C)(C)OCCBr, COC(=O)C=Cc1ccc(CNCCc2c[nH]c3ccccc23)cc1, CS(C)=O. Yields the product COC(=O)C=Cc1ccc(CN(CCO[Si](C)(C)C(C)(C)C)CCc2c[nH]c3ccccc23)cc1. Reaction SMILES: [Br:26][CH2:27][CH2:28][O:29][Si:30]([CH3:31])([CH3:32])[C:33]([CH3:34])([CH3:35])[CH3:36].[CH3:1][O:2][C:3]([CH:4]=[CH:5][c:6]1[cH:7][cH:8][c:9]([CH2:12][NH:13][CH2:14][CH2:15][c:16]2[cH:17][nH:18][c:19]3[cH:20][cH:21][cH:22][cH:23][c:24]23)[cH:10][cH:11]1)=[O:25].[CH3:37][S:38]([CH3:39])=[O:40]>>[CH3:1][O:2][C:3]([CH:4]=[CH:5][c:6]1[cH:7][cH:8][c:9]([CH2:12][N:13]([CH2:14][CH2:15][c:16]2[cH:17][nH:18][c:19]3[cH:20][cH:21][cH:22][cH:23][c:24]23)[CH2:27][CH2:28][O:29][Si:30]([CH3:31])([CH3:32])[C:33]([CH3:34])([CH3:35])[CH3:36])[cH:10][cH:11]1)=[O:25]. The reactants are CN(C)C=O (DMF), C([O-])([O-])=O.[K+].[K+] (potassium carbonate), OC1=CC=C(C=O)C=C1 (4-hydroxybenzaldehyde), C(CCCCC)Br (hexylbromide), resultant mixture. The solvent is O (water). Product: C(CCCCC)OC1=C(C=O)C=CC=C1 (hexyloxybenzaldehyde). The yield is 80.0%. As a reaction SMILES: CN([CH:4]=[O:5])C.C(=O)([O-])[O-].[K+].[K+].[OH:12][C:13]1[CH:20]=[CH:19][C:16](C=O)=[CH:15][CH:14]=1.[CH2:21](Br)[CH2:22][CH2:23][CH2:24][CH2:25][CH3:26]>O>[CH2:21]([O:12][C:13]1[CH:14]=[CH:15][CH:16]=[CH:19][C:20]=1[CH:4]=[O:5])[CH2:22][CH2:23][CH2:24][CH2:25][CH3:26] |f:1.2.3|. Procedure details: To 250 ml of DMF containing 207 g of anhydrous potassium carbonate (1.5M) was added 122 g of 4-hydroxybenzaldehyde and 181.6 g of hexylbromide. The resultant mixture was heated at reflux temperature overnight after which it was poured into cold water and extracted with ethylacetate. The extracts were dried and evaporated in vacuo to afford the desired subtitled intermediate (80% yield), b.p. 110°-115° C. Reactants: COc1ccc2c(n1)C(NC(C)=O)CC(C)N2, CC(C)OC(=O)Cl, ClCCl, c1ccncc1. Product: COc1ccc2c(n1)C(NC(C)=O)CC(C)N2C(=O)OC(C)C. RXN SMILES: [CH3:8][O:9][c:10]1[n:11][c:12]2[c:17]([cH:18][cH:19]1)[NH:16][CH:15]([CH3:20])[CH2:14][CH:13]2[NH:21][C:22]([CH3:23])=[O:24].[Cl:1][C:2](=[O:3])[O:4][CH:5]([CH3:6])[CH3:7].[Cl:31][CH2:32][Cl:33].[cH:25]1[cH:26][cH:27][n:28][cH:29][cH:30]1>>[C:2](=[O:3])([O:4][CH:5]([CH3:6])[CH3:7])[N:16]1[CH:15]([CH3:20])[CH2:14][CH:13]([NH:21][C:22]([CH3:23])=[O:24])[c:12]2[n:11][c:10]([O:9][CH3:8])[cH:19][cH:18][c:17]21. Reactants: CC=1NC(=C(C(C1C(=O)OC)C1=CC=CC=C1)C(=O)[O-])C (methyl 1,4-dihydro-2,6-dimethyl-4-phenyl-pyridine-3,5-dicarboxylate), [H-].[H-].[H-].[H-].[Li+].[Al+3] (LiAlH4), C(C)(=O)OCC (ethyl acetate), [OH-].[Na+] (NaOH). Run in O1CCCC1 (tetrahydrofuran), O (water), O (water). Run at temperature 60 celsius, time 6.5 hour. RXN SMILES: [CH3:1][C:2]1[NH:3][C:4]([CH3:21])=[C:5]([C:18]([O-])=O)[CH:6]([C:12]2[CH:17]=[CH:16][CH:15]=[CH:14][CH:13]=2)[C:7]=1[C:8]([O:10][CH3:11])=[O:9].[H-].[H-].[H-].[H-].[Li+].[Al+3].C(OCC)(=O)C.[OH-].[Na+]>O1CCCC1.O>[C:12]1([CH:6]2[C:7]([C:8]([O:10][CH3:11])=[O:9])=[C:2]([CH3:1])[NH:3][C:4]([CH3:21])=[C:5]2[CH3:18])[CH:13]=[CH:14][CH:15]=[CH:16][CH:17]=1 |f:1.2.3.4.5.6,8.9|. The yield is 35.9%. Product: C1(=CC=CC=C1)C1C(=C(NC(=C1C(=O)OC)C)C)C (Methyl 1,4-dihydro-4-phenyl-2,3,6-trimethylpyridine-5-carboxylate). Reported procedure: 24.1 g (80 millimols) of methyl 1,4-dihydro-2,6-dimethyl-4-phenyl-pyridine-3,5-dicarboxylate were introduced in portions, at 60° C. and while stirring, into a solution of 12.2 g (320 millimols) of LiAlH4 in 400 ml of absolute tetrahydrofuran (N2 atmosphere), and the mixture was stirred for a further 6 to 7 hours at 60° C. After the mixture had cooled, 19.7 ml of ethyl acetate, 15.9 ml of water, 19.6 ml of 10N NaOH and 15.9 ml of water were successively added dropwise. The mixture was then filter... Reactants: Cl (hydrochloric acid), [N+](=O)([O-])C1C(CCCC1)=O (2-nitrocyclohexanone), [H][H] (hydrogen). Procedure details: Add 2-nitrocyclohexanone (7.0 g, 48.9 mmol), 5% platinum sulfided on carbon (500 mg), ethanol (120 mL) and concentrated hydrochloric acid (6 mL) to a pressure vessel under a nitrogen atmosphere. Pressurize the vessel to 50 psi with hydrogen and stir the mixture for 3 h. Filter the mixture through Celite® and wash with ethanol followed by DCM under a nitrogen atmosphere. Concentrate the filtrate in vacuo. Slurry the residue in acetone (50 mL) and filter. Collect the solid to obtain the desired in... The reagents and catalysts are [Pt] (platinum). Isolated yield 40.0%. Reaction conditions: time 3 hour. Run in C(C)O (ethanol). RXN SMILES: [N+:1]([CH:4]1[CH2:9][CH2:8][CH2:7][CH2:6][C:5]1=[O:10])([O-])=O.[ClH:11].[H][H]>[Pt].C(O)C>[ClH:11].[NH2:1][CH:4]1[CH2:9][CH2:8][CH2:7][CH2:6][C:5]1=[O:10] |f:5.6|. The product is Cl.NC1C(CCCC1)=O (2-Amino-cyclohexanone Hydrochloride).